This data is from the Open Reaction Database (ORD), a public repository of structured organic reaction records. The task is: describe an organic reaction: reactants, conditions, products, and yield Procedure: Following the procedure of Example 1 but substituting 4-acetylthiobutyroyl chloride for the 3-acetylthiopropionyl chloride in part (d), one obtains 1-[4-(acetylthio)-1-oxobutyl]-4-oxo-L-proline. Yields the product C(C)(=O)SCCCC(=O)N1[C@H](C(=O)O)CC(C1)=O (1-[4-(acetylthio)-1-oxobutyl]-4-oxo-L-proline). Starting materials: C(C)(=O)CCCC(=S)Cl (4-acetylthiobutyroyl chloride), C(C)(=O)CCC(=S)Cl (3-acetylthiopropionyl chloride), SCC(C(=O)N1[C@H](C(=O)O)CC(C1)=O)SC (1-(3-Mercapto-2-methylthio-1-oxopropyl)-4-oxo-L-proline). As a reaction SMILES: [C:1](CCCC(Cl)=S)(=[O:3])[CH3:2].[C:10]([CH2:13][CH2:14][C:15](Cl)=[S:16])(=[O:12])C.SCC(SC)C([N:23]1[CH2:30][C:29](=[O:31])[CH2:28][C@H:24]1[C:25]([OH:27])=[O:26])=O>>[C:1]([S:16][CH2:15][CH2:14][CH2:13][C:10]([N:23]1[CH2:30][C:29](=[O:31])[CH2:28][C@H:24]1[C:25]([OH:27])=[O:26])=[O:12])(=[O:3])[CH3:2]. Starting materials: Cc1ccc(Sc2ccccc2)c(N)c1, FC(F)(F)c1ccc2c(Cl)ccnc2n1. RXN SMILES: [CH3:16][c:17]1[cH:18][cH:19][c:20]([S:24][c:25]2[cH:26][cH:27][cH:28][cH:29][cH:30]2)[c:21]([NH2:23])[cH:22]1.[Cl:1][c:2]1[c:3]2[cH:4][cH:5][c:6]([C:12]([F:13])([F:14])[F:15])[n:7][c:8]2[n:9][cH:10][cH:11]1>>[ClH:1].[c:2]1([NH:23][c:21]2[c:20]([S:24][c:25]3[cH:26][cH:27][cH:28][cH:29][cH:30]3)[cH:19][cH:18][c:17]([CH3:16])[cH:22]2)[c:3]2[cH:4][cH:5][c:6]([C:12]([F:13])([F:14])[F:15])[n:7][c:8]2[n:9][cH:10][cH:11]1. Yields the product Cl, Cc1ccc(Sc2ccccc2)c(Nc2ccnc3nc(C(F)(F)F)ccc23)c1. Reactants: ClB(Cl)Cl, COC(=O)c1c(C)c(OC)cc(OC)c1C=O, ClCCl. Product: COC(=O)c1c(C)c(OC)cc(O)c1C=O. RXN SMILES: [B:18]([Cl:19])([Cl:20])[Cl:21].[CH3:1][O:2][C:3]([c:4]1[c:5]([CH:15]=[O:16])[c:6]([O:13][CH3:14])[cH:7][c:8]([O:11][CH3:12])[c:9]1[CH3:10])=[O:17].[Cl:22][CH2:23][Cl:24]>>[CH3:1][O:2][C:3]([c:4]1[c:5]([CH:15]=[O:16])[c:6]([OH:13])[cH:7][c:8]([O:11][CH3:12])[c:9]1[CH3:10])=[O:17]. Starting materials: ClC=1C(C=2C=CC=NC2C(C1)=O)=O (6-chloroquinoline-5,8-dione), CN1C=CC=C1 (1-methylpyrrole). The solvent is C(C)(=O)O (acetic acid). Product: ClC=1C(C=2C=CC=NC2C(C1C=1N(C=CC1)C)=O)=O (6-chloro-7-(1-methyl-1H-pyrrol-2-yl)quinoline-5,8-dione). Isolated yield 40.0%. RXN SMILES: [Cl:1][C:2]1[C:3](=[O:13])[C:4]2[CH:5]=[CH:6][CH:7]=[N:8][C:9]=2[C:10](=[O:12])[CH:11]=1.[CH3:14][N:15]1[CH:19]=[CH:18][CH:17]=[CH:16]1>C(O)(=O)C>[Cl:1][C:2]1[C:3](=[O:13])[C:4]2[CH:5]=[CH:6][CH:7]=[N:8][C:9]=2[C:10](=[O:12])[C:11]=1[C:16]1[N:15]([CH3:14])[CH:19]=[CH:18][CH:17]=1. Procedure: A solution of 2.58 mmol of 6-chloroquinoline-5,8-dione with 20.7 mmol of 1-methylpyrrole in 50 ml of acetic acid is stirred at room temperature for 24 hours. The medium is subsequently concentrated under reduced pressure, the residue is extracted with chloroform and the combined organic phases are washed in succession with aqueous sodium carbonate solution and then water before being dried over magnesium sulphate, filtered and concentrated under vacuum. The crude product obtained is purified by ... Starting materials: N[C@@H](C)C(=O)[C@H]1[C@@](O[C@@H]([C@H]([C@@H]1O)O)CO)(N(C(CCCCCCCCCCCCCCCCC)=O)CCCCCCCCCCCCCC)N (N-(2-L-alanyl-amino-2-deoxy-β-D-glucopyranosyl)-N-tetradecyl-octadecanamide), C(=O)(OCC1=CC=CC=C1)N[C@@H](CC(C)C)C(=O)O (N-carbobenzoxy-L-leucine). Yields the product C(=O)(OCC1=CC=CC=C1)N[C@@H](CC(C)C)C(=O)N[C@@H](C)C(=O)[C@H]1[C@@](O[C@@H]([C@H]([C@@H]1O)O)CO)(N(C(CCCCCCCCCCCCCCCCC)=O)CCCCCCCCCCCCCC)N (N[2-(N-Carbobenzoxy-L-leucyl-L-alanyl)-amino-2-deoxy-β-D-glucopyranosyl]-N-tetradecyl-octadecanamide). Reaction SMILES: [NH2:1][C@H:2]([C:4]([C@@H:6]1[C@@H:11]([OH:12])[C@H:10]([OH:13])[C@@H:9]([CH2:14][OH:15])[O:8][C@@:7]1([NH2:50])[N:16]([CH2:36][CH2:37][CH2:38][CH2:39][CH2:40][CH2:41][CH2:42][CH2:43][CH2:44][CH2:45][CH2:46][CH2:47][CH2:48][CH3:49])[C:17](=[O:35])[CH2:18][CH2:19][CH2:20][CH2:21][CH2:22][CH2:23][CH2:24][CH2:25][CH2:26][CH2:27][CH2:28][CH2:29][CH2:30][CH2:31][CH2:32][CH2:33][CH3:34])=[O:5])[CH3:3].[C:51]([NH:61][C@H:62]([C:67](O)=[O:68])[CH2:63][CH:64]([CH3:66])[CH3:65])([O:53][CH2:54][C:55]1[CH:60]=[CH:59][CH:58]=[CH:57][CH:56]=1)=[O:52]>>[C:51]([NH:61][C@H:62]([C:67]([NH:1][C@H:2]([C:4]([C@@H:6]1[C@@H:11]([OH:12])[C@H:10]([OH:13])[C@@H:9]([CH2:14][OH:15])[O:8][C@@:7]1([NH2:50])[N:16]([CH2:36][CH2:37][CH2:38][CH2:39][CH2:40][CH2:41][CH2:42][CH2:43][CH2:44][CH2:45][CH2:46][CH2:47][CH2:48][CH3:49])[C:17](=[O:35])[CH2:18][CH2:19][CH2:20][CH2:21][CH2:22][CH2:23][CH2:24][CH2:25][CH2:26][CH2:27][CH2:28][CH2:29][CH2:30][CH2:31][CH2:32][CH2:33][CH3:34])=[O:5])[CH3:3])=[O:68])[CH2:63][CH:64]([CH3:65])[CH3:66])([O:53][CH2:54][C:55]1[CH:60]=[CH:59][CH:58]=[CH:57][CH:56]=1)=[O:52]. Reported procedure: from N-(2-L-alanyl-amino-2-deoxy-β-D-glucopyranosyl)-N-tetradecyl-octadecanamide and N-carbobenzoxy-L-leucine. Reactants: ClC=1C=C(C=CC1C=C[N+](=O)[O-])O (3-Chloro-4-(2-nitro-vinyl)-phenol), [H-].[Al+3].[Li+].[H-].[H-].[H-] (lithium aluminum hydride), CCOCC (ether), [Cl-].[Cl-].[Cl-].[Al+3] (aluminum trichloride). Solvent: C1CCOC1 (THF), C1CCOC1 (THF). Conditions: time 8 hour. Yields the product NCCC1=C(C=C(C=C1)O)Cl (4-(2-Amino-ethyl)-3-chloro-phenol). Isolated yield 81.0%. RXN SMILES: [H-].[Al+3].[Li+].[H-].[H-].[H-].CCOCC.[Cl-].[Cl-].[Cl-].[Al+3].[Cl:16][C:17]1[CH:18]=[C:19]([OH:28])[CH:20]=[CH:21][C:22]=1[CH:23]=[CH:24][N+:25]([O-])=O>C1COCC1>[NH2:25][CH2:24][CH2:23][C:22]1[CH:21]=[CH:20][C:19]([OH:28])=[CH:18][C:17]=1[Cl:16] |f:0.1.2.3.4.5,7.8.9.10|. Reported procedure: To lithium aluminum hydride 1.0M in ether (1.50 mL, 1.50 mmol) at 0° C. a solution of aluminum trichloride (201 mg, 1.51 mmol) in THF (2 mL) is added. After 5 min a solution of compound obtained in step 1 above (100 mg, 0.50 mmol) in THF (2 mL) is added and the reaction is allowed to stir at room temperature overnight. Add water and then 3 N HCl, the aqueous layer is extracted with 3/1 n-butanol/toluene. The combined organic layers are dried over sodium sulfate and concentrated. SCX ion-exchange...